Dataset: the Open Reaction Database (ORD), a public repository of structured organic reaction records. Task: describe an organic reaction: reactants, conditions, products, and yield Reactants: OC1(C(C(C(C=C1OC)C(C(=O)OCC)C=C)=O)OC)OC (Ethyl 4-hydroxy-2-oxo-3,4,5-trimethoxyphenyl-3-butenoate), O.NN (hydrazine monohydrate). Yields the product COC=1C=C(C=C(C1OC)OC)C1=CC(=NN1)C(=O)OCC (Ethyl 5-(3,4,5-Trimethoxyphenyl)pyrazole-3-carboxylate). As a reaction SMILES: O[C:2]1([O:21][CH3:22])[C:7]([O:8][CH3:9])=[CH:6][CH:5]([CH:10]([CH:16]=[CH2:17])C(OCC)=O)[C:4](=O)[CH:3]1[O:19][CH3:20].[OH2:23].[NH2:24][NH2:25]>>[CH3:9][O:8][C:7]1[CH:6]=[C:5]([C:10]2[NH:25][N:24]=[C:17]([C:9]([O:8][CH2:7][CH3:6])=[O:23])[CH:16]=2)[CH:4]=[C:3]([O:19][CH3:20])[C:2]=1[O:21][CH3:22] |f:1.2|. Procedure details: Ethyl 4-hydroxy-2-oxo-3,4,5-trimethoxyphenyl-3-butenoate (5.0 g) and hydrazine monohydrate (0.8 mL) were treated in the same manner as in Preparation Example 26 to obtain the title compound. The reactants are C1=CC(=CN=C1)C=O (3-pyridenecarboxaldehyde), NC1=CC=C(C=C1)O (4-aminophenol), [BH4-].[Na+] (sodium borohydride). The solvent is C1=CC=CC=C1 (benzene). Reaction conditions: temperature 0 celsius, time 2 hour. Product: OC1=CC=C(C=C1)NCC=1C=NC=CC1 (N-(4-hydroxyphenyl)pyridin-3-ylmethylamine). As a reaction SMILES: [NH2:1][C:2]1[CH:7]=[CH:6][C:5]([OH:8])=[CH:4][CH:3]=1.[CH:9]1[CH:14]=[N:13][CH:12]=[C:11]([CH:15]=O)[CH:10]=1.[BH4-].[Na+]>C1C=CC=CC=1>[OH:8][C:5]1[CH:6]=[CH:7][C:2]([NH:1][CH2:15][C:11]2[CH:12]=[N:13][CH:14]=[CH:9][CH:10]=2)=[CH:3][CH:4]=1 |f:2.3|. Reported procedure: To a mixture of 4-aminophenol (Aldrich; 1.0 equiv.) in benzene (1 M) was added 3-pyridenecarboxaldehyde (Aldrich; 1.0 equiv.). The flask was fitted with a Dean-Stark trap and heated to reflux overnight. (A solid mass formed on the bottom of the flask, which was difficult to break up). The reaction was cooled to ambient and concentrated in vacuo. The solid was taken up in methanol (0.2 M), cooled to 0° C., and treated with sodium borohydride (1.5 equiv.) in 4 portions. The cooling bath was remove... The reactants are C(C)OC1=CC=C(\C=C/2\C(N(C(S2)=O)CCNC(C)=O)=O)C=C1 ((Z)—N-(2-(5-(4-ethoxybenzylidene)-2,4-dioxothiazolidin-3-yl)ethyl)acetamide), NCCN1C(S\C(\C1=O)=C/C1=CC=C(C=C1)OCC)=O ((Z)-3-(2-aminoethyl)-5-(4-ethoxybenzylidene)thiazolidine-2,4-dione), ClC(=O)OCC1=CC=CC=C1 (benzyl chloroformate), CCN(C(C)C)C(C)C (DIPEA). The product is C(C)OC1=CC=C(\C=C/2\C(N(C(S2)=O)CCNC(OCC2=CC=CC=C2)=O)=O)C=C1 ((Z)-benzyl (2-(5-(4-ethoxybenzylidene)-2,4-dioxothiazolidin-3-yl)ethyl)carbamate). RXN SMILES: [NH2:1][CH2:2][CH2:3][N:4]1[C:8](=[O:9])/[C:7](=[CH:10]/[C:11]2[CH:16]=[CH:15][C:14]([O:17][CH2:18][CH3:19])=[CH:13][CH:12]=2)/[S:6][C:5]1=[O:20].Cl[C:22]([O:24][CH2:25][C:26]1[CH:31]=[CH:30][CH:29]=[CH:28][CH:27]=1)=[O:23].CCN(C(C)C)C(C)C.C(OC1C=CC(/C=C2/C(=O)N(CCNC(=O)C)C(=O)S/2)=CC=1)C>>[CH2:18]([O:17][C:14]1[CH:15]=[CH:16][C:11](/[CH:10]=[C:7]2/[C:8](=[O:9])[N:4]([CH2:3][CH2:2][NH:1][C:22](=[O:23])[O:24][CH2:25][C:26]3[CH:31]=[CH:30][CH:29]=[CH:28][CH:27]=3)[C:5](=[O:20])[S:6]/2)=[CH:12][CH:13]=1)[CH3:19]. Reported procedure: The title compound 26d was prepared from compound 76 (70 mg, 0.17 mmol), benzyl chloroformate (27 μL, 0.19 mmol) and DIPEA (75 μL, 0.43 mmol) in a manner similar to that described for 25a in 95.5% (70 mg) yield as a light-yellow solid. Reactants: C(C1=CC=CC=C1)C1(N=COC1C=1N=NN(C1C1=CC=CC=C1)CC1=CC(=CC(=C1)C(F)(F)F)C(F)(F)F)S(=O)(=O)C1=CC=C(C=C1)C (4-[4-benzyl-4-(toluene-4-sulfonyl)-4,5-dihydro-oxazol-5-yl]-1-(3,5-bis-trifluoromethyl-benzyl)-5-phenyl-1H-[1,2,3]triazole), CO (methanol), solution, N (ammonia). Solvent: C=1(C(=CC=CC1)C)C (xylene). Conditions: temperature 136 celsius, time 18 hour. The product is C(C1=CC=CC=C1)C1=C(N=CN1)C=1N=NN(C1C1=CC=CC=C1)CC1=CC(=CC(=C1)C(F)(F)F)C(F)(F)F (4-(5-Benzyl-1H-imidazol-4-yl)-1-(3,5-bis-trifluoromethyl-benzyl)-5-phenyl-1H-[1,2,3]triazole). RXN SMILES: [CH2:1]([C:8]1(S(C2C=CC(C)=CC=2)(=O)=O)[CH:12]([C:13]2[N:14]=[N:15][N:16]([CH2:24][C:25]3[CH:30]=[C:29]([C:31]([F:34])([F:33])[F:32])[CH:28]=[C:27]([C:35]([F:38])([F:37])[F:36])[CH:26]=3)[C:17]=2[C:18]2[CH:23]=[CH:22][CH:21]=[CH:20][CH:19]=2)O[CH:10]=[N:9]1)[C:2]1[CH:7]=[CH:6][CH:5]=[CH:4][CH:3]=1.[NH3:49].CO>C1(C)C(C)=CC=CC=1>[CH2:1]([C:8]1[NH:9][CH:10]=[N:49][C:12]=1[C:13]1[N:14]=[N:15][N:16]([CH2:24][C:25]2[CH:26]=[C:27]([C:35]([F:38])([F:36])[F:37])[CH:28]=[C:29]([C:31]([F:34])([F:32])[F:33])[CH:30]=2)[C:17]=1[C:18]1[CH:23]=[CH:22][CH:21]=[CH:20][CH:19]=1)[C:2]1[CH:3]=[CH:4][CH:5]=[CH:6][CH:7]=1. Procedure: Combine 4-[4-benzyl-4-(toluene-4-sulfonyl)-4,5-dihydro-oxazol-5-yl]-1-(3,5-bis-trifluoromethyl-benzyl)-5-phenyl-1H-[1,2,3]triazole (0.084 mmol), 1.0 mL of xylene, and 7N solution of ammonia in methanol (48.0 μL, 0.337 mmol). Heat in a sealed pyrex tube to 136° C. After 18 hours, cool to RT, and concentrate the mixture to 1.0 mL and apply to a 2 mm chromatotron plate with CH2Cl2 and elute with a EtOAc/hexanes gradient to provide the title compound. Exact Mass 527.2: mass spectrum (IS): m/z=529.1 ...